Task: describe an organic reaction: reactants, conditions, products, and yield. Dataset: the Open Reaction Database (ORD), a public repository of structured organic reaction records Reactants: N(C1=CC=CC=C1)C=1C(C(C1O)=NC1=CC=CC=C1)=O (2-anilino-3-hydroxy-4-(phenylimino)-2-cyclobuten-1-one), C[C@@H]1CN(C[C@@H](N1)C)CCC (cis-3,5-dimethyl-1-propylpiperazine). The product is [OH-].OC=1C(C(C1N1[C@H](CN(C[C@H]1C)CCC)C)=O)=[N+]1[C@H](CN(C[C@H]1C)CCC)C (1-[2-hydroxy-3-(cis-2,6-dimethyl-4-propyl-1-piperazinyl)-4-oxo-2-cyclobuten-1-ylidene]-cis-2,6-dimethyl-4-propylpiperazinium hydroxide). As a reaction SMILES: [NH:1]([C:8]1[C:9](=[O:20])[C:10](=[N:13][C:14]2[CH:19]=CC=C[CH:15]=2)[C:11]=1[OH:12])[C:2]1[CH:7]=CC=C[CH:3]=1.C[C@H]1N[C@@H:26]([CH3:28])[CH2:25][N:24]([CH2:29][CH2:30][CH3:31])C1>>[OH-:12].[OH:12][C:11]1[C:10](=[N+:13]2[C@H:14]([CH3:15])[CH2:19][N:24]([CH2:25][CH2:26][CH3:28])[CH2:29][C@@H:30]2[CH3:31])[C:9](=[O:20])[C:8]=1[N:1]1[C@H:2]([CH3:3])[CH2:7][N:24]([CH2:29][CH2:30][CH3:31])[CH2:25][C@@H:26]1[CH3:28] |f:2.3|. Reported procedure: A mixture of 0.48 grams of 2-anilino-3-hydroxy-4-(phenylimino)-2-cyclobuten-1-one and 0.63 grams of cis-3,5-dimethyl-1-propylpiperazine is heated at 230°-240° C. for 10 minutes. The product is then isolated from the reaction mixture according to the procedure described in Example 5 to give 1-[2-hydroxy-3-(cis-2,6-dimethyl-4-propyl-1-piperazinyl)-4-oxo-2-cyclobuten-1-ylidene]-cis-2,6-dimethyl-4-propylpiperazinium hydroxide inner salt melting at about 218°-227° C. This compound has the following f... Starting materials: FC(C=1C=CC(=NC1)NC1CCN(CC1)C(=O)OC(C)(C)C)(F)F (tert-Butyl 4-(5-(trifluoromethyl)pyridin-2-ylamino)piperidine-1-carboxylate), FC(C(=O)O)(F)F (trifluoroacetic acid). The solvent is ClCCl (dichloromethane). Conditions: time 4 hour. The product is N1CCC(CC1)NC1=NC=C(C=C1)C(F)(F)F ((Piperidin-4-yl)(5-(trifluoromethyl)pyridin-2-yl)amine). RXN SMILES: [F:1][C:2]([F:24])([F:23])[C:3]1[CH:4]=[CH:5][C:6]([NH:9][CH:10]2[CH2:15][CH2:14][N:13](C(OC(C)(C)C)=O)[CH2:12][CH2:11]2)=[N:7][CH:8]=1.FC(F)(F)C(O)=O>ClCCl>[NH:13]1[CH2:12][CH2:11][CH:10]([NH:9][C:6]2[CH:5]=[CH:4][C:3]([C:2]([F:23])([F:1])[F:24])=[CH:8][N:7]=2)[CH2:15][CH2:14]1. Reported procedure: 0.860 g (2.49 mmol) of tert-butyl 4-(5-(trifluoromethyl)(pyridin-2-ylamino)piperidine-1-carboxylate obtained in stage 6.1. is dissolved in 8.5 ml of dichloromethane. 1.91 ml of trifluoroacetic acid are added and the mixture is stirred at ambient temperature for 4 hours. The dichloromethane is evaporated and then the residue is coevaporated twice with 10 ml of 1,2-dichloroethane. The residue is taken up in a mixture of 50 ml of ethyl acetate, 10 ml of a 1N aqueous sodium hydroxide solution and 5 ... The reactants are C1(CC1)N (cyclopropylamine), C(C)(C)(C)NC(=O)C1=NOC(=C1C(=O)OC)C(=O)OC (dimethyl 3-tert-butylaminocarbonylisoxazole-4,5-dicarboxylate). Run in C(C)(C)(C)OC (methyl tert-butyl ether), CO (methanol). Run at time 20 hour. The product is C(C)(C)(C)NC(=O)C1=NOC(=C1C(=O)OC)C(=O)NC1CC1 (Methyl 3-tert-butylaminocarbonyl-5-cyclopropylaminocarbonylisoxazole-4-carboxylat). As a reaction SMILES: [CH:1]1([NH2:4])[CH2:3][CH2:2]1.[C:5]([NH:9][C:10]([C:12]1[C:16]([C:17]([O:19][CH3:20])=[O:18])=[C:15]([C:21](OC)=[O:22])[O:14][N:13]=1)=[O:11])([CH3:8])([CH3:7])[CH3:6]>CO.C(OC)(C)(C)C>[C:5]([NH:9][C:10]([C:12]1[C:16]([C:17]([O:19][CH3:20])=[O:18])=[C:15]([C:21]([NH:4][CH:1]2[CH2:3][CH2:2]2)=[O:22])[O:14][N:13]=1)=[O:11])([CH3:8])([CH3:6])[CH3:7]. Reported procedure: 0.75 g (I3.1 mmol) of cyclopropylamine was added dropwise at 20° C., with cooling, to a solution of 2.5 g (8.8 mmol) of dimethyl 3-tert-butylaminocarbonylisoxazole-4,5-dicarboxylate in 50 ml of dry methanol, and the mixture was stirred at room temperature for 20 hours. The solvents were stripped off under reduced pressure, and the residue was taken up in methyl tert-butyl ether and extracted with dilute HCl and once with water. The organic phase was then dried over magnesium sulfate, and the sol... The reactants are O (Water), OC1=C(C(=O)OC)C=CC(=C1)O (methyl 2,4-dihydroxybenzoate), C([O-])([O-])=O.[K+].[K+] (potassium carbonate), C(CCCCCCC)Br (octyl bromide). Run in CC(CC)=O (2-butanone). Yields the product OC1=C(C(=O)OC)C=CC(=C1)OCCCCCCCC (methyl 2-hydroxy-4-octyloxybenzoate). Isolated yield 73.5%. As a reaction SMILES: [OH:1][C:2]1[CH:11]=[C:10]([OH:12])[CH:9]=[CH:8][C:3]=1[C:4]([O:6][CH3:7])=[O:5].C(=O)([O-])[O-].[K+].[K+].[CH2:19](Br)[CH2:20][CH2:21][CH2:22][CH2:23][CH2:24][CH2:25][CH3:26].O>CC(=O)CC>[OH:1][C:2]1[CH:11]=[C:10]([O:12][CH2:19][CH2:20][CH2:21][CH2:22][CH2:23][CH2:24][CH2:25][CH3:26])[CH:9]=[CH:8][C:3]=1[C:4]([O:6][CH3:7])=[O:5] |f:1.2.3|. Procedure details: To a solution of 33.0 g (196 mmol) of methyl 2,4-dihydroxybenzoate and 68.0 g (491 mmol) of potassium carbonate mixed in 500 ml of 2-butanone was added 50 ml (235 mmol) of octyl bromide and the whole was refluxed for 18 hours. Water was added to the solution and the whole was extracted with ethyl acetate. After removal of the solvent by distillation, the residue was purified by silica gel column chromatography to obtain 40.4 g of methyl 2-hydroxy-4-octyloxybenzoate (29) as a colorless clear liqu... Starting materials: C(CCC)[Mg]Br (n-butyl magnesium bromide), C1(=CC=CC=C1)C(N1C=NC(=C1)C=O)(C1=CC=CC=C1)C1=CC=CC=C1 (1-triphenylmethyl-1H-imidazole-4-carboxaldehyde), [Cl-].[NH4+] (ammonium chloride), O (water). Run in O1CCCC1 (tetrahydrofuran), O1CCCC1 (tetrahydrofuran). Reaction conditions: temperature 20 celsius. Yields the product C(CCC)C(O)C=1N=CN(C1)C(C1=CC=CC=C1)(C1=CC=CC=C1)C1=CC=CC=C1 (alpha-n-butyl-1-triphenylmethyl-1H-imidazole-4-methanol). The yield is 57.8%. As a reaction SMILES: [CH2:1]([Mg]Br)[CH2:2][CH2:3][CH3:4].[C:7]1([C:13]([C:27]2[CH:32]=[CH:31][CH:30]=[CH:29][CH:28]=2)([C:21]2[CH:26]=[CH:25][CH:24]=[CH:23][CH:22]=2)[N:14]2[CH:18]=[C:17]([CH:19]=[O:20])[N:16]=[CH:15]2)[CH:12]=[CH:11][CH:10]=[CH:9][CH:8]=1.[Cl-].[NH4+].O>O1CCCC1>[CH2:1]([CH:19]([C:17]1[N:16]=[CH:15][N:14]([C:13]([C:7]2[CH:12]=[CH:11][CH:10]=[CH:9][CH:8]=2)([C:21]2[CH:22]=[CH:23][CH:24]=[CH:25][CH:26]=2)[C:27]2[CH:32]=[CH:31][CH:30]=[CH:29][CH:28]=2)[CH:18]=1)[OH:20])[CH2:2][CH2:3][CH3:4] |f:2.3|. Procedure: A solution of 0.22 mole of n-butyl magnesium bromide in 75 ml of tetrahydrofuran is slowly added, under an atmosphere of argon, to 67.6 g (0.2 mole) of 1-triphenylmethyl-1H-imidazole-4-carboxaldehyde (obtained as described in 1.b. above) in 500 ml of tetrahydrofuran. The temperature of the mixture is maintained at about 20° C. by cooling on an ice-bath. When the addition is complete, stirring is maintained for 30 minutes at ambient temperature and then 11 g of ammonium chloride and 100 ml of wat...